This data is from the Open Reaction Database (ORD), a public repository of structured organic reaction records. The task is: describe an organic reaction: reactants, conditions, products, and yield Reported procedure: Using the general N-alkylation procedure: To a stirred solution of N-[6-(bromomethyl)-2-pyridyl]pivalamide (prepared as described by Harata, M.; Hasegawa, K.; Jitsukawa, K.; Masuda, H.; Einaga, H. Bull. Chem. Soc. Jpn 1998, 71, 1031-1038) (0.129 g, 0.45 mmol) in dry CH3CN (10 mL) was added (1-tert-butoxycarbonyl-1H-benzimidazol-2-ylmethyl)-(5,6,7,8-tetrahydro-quinolin-8-yl)-amine (0.176 g, 0.47 mmol), N,N-diisopropylethylamine (0.20 mL, 1.15 mmol) and potassium iodide (12 mg, 0.048 mmol). The mi... RXN SMILES: Br[CH2:2][C:3]1[N:8]=[C:7]([NH:9]C(=O)C(C)(C)C)[CH:6]=[CH:5][CH:4]=1.C(OC([N:23]1[C:27]2[CH:28]=[CH:29][CH:30]=[CH:31][C:26]=2[N:25]=[C:24]1[CH2:32][NH:33][CH:34]1[C:43]2[N:42]=[CH:41][CH:40]=[CH:39][C:38]=2[CH2:37][CH2:36][CH2:35]1)=O)(C)(C)C.C(N(CC)C(C)C)(C)C.[I-].[K+]>CC#N>[NH2:9][C:7]1[N:8]=[C:3]([CH2:2][N:33]([CH2:32][C:24]2[NH:23][C:27]3[CH:28]=[CH:29][CH:30]=[CH:31][C:26]=3[N:25]=2)[CH:34]2[C:43]3[N:42]=[CH:41][CH:40]=[CH:39][C:38]=3[CH2:37][CH2:36][CH2:35]2)[CH:4]=[CH:5][CH:6]=1 |f:3.4|. Reaction conditions: temperature 60 celsius, time 3.75 hour. The reactants are BrCC1=CC=CC(=N1)NC(C(C)(C)C)=O (N-[6-(bromomethyl)-2-pyridyl]pivalamide), C(C)(C)(C)OC(=O)N1C(=NC2=C1C=CC=C2)CNC2CCCC=1C=CC=NC21 ((1-tert-butoxycarbonyl-1H-benzimidazol-2-ylmethyl)-(5,6,7,8-tetrahydro-quinolin-8-yl)-amine), C(C)(C)N(C(C)C)CC (N,N-diisopropylethylamine), [I-].[K+] (potassium iodide). Run in CC#N (CH3CN). Yield: 85.5%. Yields the product NC1=CC=CC(=N1)CN(C1CCCC=2C=CC=NC12)CC1=NC2=C(N1)C=CC=C2 ((6-Amino-pyridin-2-ylmethyl)-(1H-benzimidazol-2-ylmethyl)-(5,6,7,8-tetrahydro-quinolin-8-yl)-amine). Starting materials: CCN, CCO, Cc1ccnc(-c2ccnc(NC#N)n2)c1. Yields the product CCNC(=N)Nc1nccc(-c2cc(C)ccn2)n1. RXN SMILES: [CH3:1][CH2:2][NH2:3].[CH3:20][CH2:21][OH:22].[CH3:4][c:5]1[cH:6][c:7](-[c:11]2[n:12][c:13]([NH:17][C:18]#[N:19])[n:14][cH:15][cH:16]2)[n:8][cH:9][cH:10]1>>[CH3:1][CH2:2][NH:3][C:18]([NH:17][c:13]1[n:12][c:11](-[c:7]2[cH:6][c:5]([CH3:4])[cH:10][cH:9][n:8]2)[cH:16][cH:15][n:14]1)=[NH:19]. Reactants: BrC1=NC=C(C=C1N(S(=O)(=O)C1=CC(=C(C=C1)Cl)C)COC)Cl (N-(2-Bromo-5-chloro-pyridin-3-yl)-4-chloro-N-methoxymethyl-3-methyl-benzenesulfonamide), COC1=C(C(=O)N(C)OC)C(=CC=C1)C (2,N-Dimethoxy-6,N-dimethyl-benzamide). The product is ClC1=C(C=C(C=C1)S(=O)(=O)N(COC)C=1C(=NC=C(C1)Cl)C(C1=C(C=CC=C1C)OC)=O)C (4-Chloro-N-[5-chloro-2-(2-methoxy-6-methyl-benzoyl)-pyridin-3-yl]-N-methoxymethyl-3-methyl-benzenesulfonamide). Reaction SMILES: Br[C:2]1[C:7]([N:8]([CH2:20][O:21][CH3:22])[S:9]([C:12]2[CH:17]=[CH:16][C:15]([Cl:18])=[C:14]([CH3:19])[CH:13]=2)(=[O:11])=[O:10])=[CH:6][C:5]([Cl:23])=[CH:4][N:3]=1.[CH3:24][O:25][C:26]1[CH:37]=[CH:36][CH:35]=[C:34]([CH3:38])[C:27]=1[C:28](N(OC)C)=[O:29]>>[Cl:18][C:15]1[CH:16]=[CH:17][C:12]([S:9]([N:8]([C:7]2[C:2]([C:28](=[O:29])[C:27]3[C:34]([CH3:38])=[CH:35][CH:36]=[CH:37][C:26]=3[O:25][CH3:24])=[N:3][CH:4]=[C:5]([Cl:23])[CH:6]=2)[CH2:20][O:21][CH3:22])(=[O:11])=[O:10])=[CH:13][C:14]=1[CH3:19]. Procedure: 4-Chloro-N-[5-chloro-2-(2-methoxy-6-methyl-benzoyl)-pyridin-3-yl]-N-methoxymethyl-3-methyl-benzenesulfonamide was prepared from N-(2-Bromo-5-chloro-pyridin-3-yl)-4-chloro-N-methoxymethyl-3-methyl-benzenesulfonamide and 2,N-Dimethoxy-6,N-dimethyl-benzamide according to previously described procedure example 29. The product was purified by chromatography on silica gel using ethyl acetate-hexane. MS m/z: 509.4 (M+H). The reactants are OCC(c1cccc(Br)n1)N1CCOCC1, O=C([O-])[O-], [K+], [K+], NC(=O)c1nc(-c2ccc(N3CCOCC3)nc2)sc1N, O=C(C=Cc1ccccc1)C=Cc1ccccc1, O=C(C=Cc1ccccc1)C=Cc1ccccc1, O=C(C=Cc1ccccc1)C=Cc1ccccc1, [Pd], [Pd]. Product: NC(=O)c1nc(-c2ccc(N3CCOCC3)nc2)sc1Nc1cccc(C(CO)N2CCOCC2)n1. Reaction SMILES: [Br:28][c:29]1[cH:30][cH:31][cH:32][c:33]([CH:35]([CH2:36][OH:37])[N:38]2[CH2:39][CH2:40][O:41][CH2:42][CH2:43]2)[n:34]1.[C:22](=[O:23])([O-:24])[O-:25].[K+:26].[K+:27].[NH2:1][c:2]1[c:3]([C:19](=[O:20])[NH2:21])[n:4][c:5](-[c:7]2[cH:8][n:9][c:10]([N:13]3[CH2:14][CH2:15][O:16][CH2:17][CH2:18]3)[cH:11][cH:12]2)[s:6]1.[O:46]=[C:47]([CH:48]=[CH:49][c:50]1[cH:51][cH:52][cH:53][cH:54][cH:55]1)[CH:56]=[CH:57][c:58]1[cH:59][cH:60][cH:61][cH:62][cH:63]1.[O:64]=[C:65]([CH:66]=[CH:67][c:68]1[cH:69][cH:70][cH:71][cH:72][cH:73]1)[CH:74]=[CH:75][c:76]1[cH:77][cH:78][cH:79][cH:80][cH:81]1.[O:82]=[C:83]([CH:84]=[CH:85][c:86]1[cH:87][cH:88][cH:89][cH:90][cH:91]1)[CH:92]=[CH:93][c:94]1[cH:95][cH:96][cH:97][cH:98][cH:99]1.[Pd:44].[Pd:45]>>[NH:1]([c:2]1[c:3]([C:19](=[O:20])[NH2:21])[n:4][c:5](-[c:7]2[cH:8][n:9][c:10]([N:13]3[CH2:14][CH2:15][O:16][CH2:17][CH2:18]3)[cH:11][cH:12]2)[s:6]1)[c:29]1[cH:30][cH:31][cH:32][c:33]([CH:35]([CH2:36][OH:37])[N:38]2[CH2:39][CH2:40][O:41][CH2:42][CH2:43]2)[n:34]1.